Task: describe an organic reaction: reactants, conditions, products, and yield. Dataset: the Open Reaction Database (ORD), a public repository of structured organic reaction records Reactants: [Si](C1=CC=CC=C1)(C1=CC=CC=C1)(C(C)(C)C)OC1=CC=C(OC[C@H](CNCCC2=CC=C(NC3CCN(CC3)C(=O)C=3SC=CC3C)C=C2)O)C=C1 ({4-[4-(2-{[(2S)-3-(4-{[tert-Butyl(diphenyl)silyl]oxy}phenoxy)-2-hydroxypropyl]amino}ethyl)anilino]-1-piperidinyl}(3-methyl-2-thienyl)methanone). Run in C(Cl)(Cl)Cl.CO (chloroform methanol). Yields the product O[C@@H](CNCCC1=CC=C(C=C1)NC1CCN(CC1)C(=O)C=1SC=CC1C)COC1=CC=C(C=C1)O ([4-(4-{2-[(2S)-2-Hydroxy-3-(4-hydroxy-phenoxy)-propylamino]-ethyl}-phenylamino)-piperidin-1-yl]-(3-methyl-thiophen-2-yl)-methanone). Yield: 84.7%. As a reaction SMILES: [Si]([O:18][C:19]1[CH:53]=[CH:52][C:22]([O:23][CH2:24][C@@H:25]([OH:51])[CH2:26][NH:27][CH2:28][CH2:29][C:30]2[CH:50]=[CH:49][C:33]([NH:34][CH:35]3[CH2:40][CH2:39][N:38]([C:41]([C:43]4[S:44][CH:45]=[CH:46][C:47]=4[CH3:48])=[O:42])[CH2:37][CH2:36]3)=[CH:32][CH:31]=2)=[CH:21][CH:20]=1)(C(C)(C)C)(C1C=CC=CC=1)C1C=CC=CC=1>C(Cl)(Cl)Cl.CO>[OH:51][C@H:25]([CH2:24][O:23][C:22]1[CH:21]=[CH:20][C:19]([OH:18])=[CH:53][CH:52]=1)[CH2:26][NH:27][CH2:28][CH2:29][C:30]1[CH:50]=[CH:49][C:33]([NH:34][CH:35]2[CH2:36][CH2:37][N:38]([C:41]([C:43]3[S:44][CH:45]=[CH:46][C:47]=3[CH3:48])=[O:42])[CH2:39][CH2:40]2)=[CH:32][CH:31]=1 |f:1.2|. Procedure details: {4-[4-(2-{[(2S)-3-(4-{[tert-Butyl(diphenyl)silyl]oxy}phenoxy)-2-hydroxypropyl]amino}ethyl)anilino]-1-piperidinyl}(3-methyl-2-thienyl)methanone (0.083 g, 0.111 mmol) was reacted according to Procedure H (eluant: 5:1 chloroform-methanol) to give the title compound (0.048 g, 0.094 mmol). Starting materials: N1N=C(N=C1)C1=CC=C(C=C1)C=1C=NN2C1N=C(C=C2)N2C(O[C@H]1[C@@H]2CCC1)=O ((3aS,6aR)-3-(3-(4-(1H-1,2,4-triazol-3-yl)phenyl)pyrazolo[1,5-a]pyrimidin-5-yl)hexahydro-2H-cyclopenta[d]oxazol-2-one), CC1(OB(OC1(C)C)C1=CC=C(C=C1)C=1N(C=CN1)COCC[Si](C)(C)C)C (2-(4-(4,4,5,5-tetramethyl-1,3,2-dioxaborolan-2-yl)phenyl)-1-((2-(trimethylsilyl)ethoxy)methyl)-1H-imidazole), C(=O)(C(F)(F)F)O (TFA), C(C)(C)[C@@H]1NC(OC1)=O ((S)-4-isopropyloxazolidin-2-one). Yields the product FC(C(=O)O)(F)F.N1N=C(N=C1)C1=CC=C(C=C1)C=1C=NN2C1N=C(C=C2)N2C(O[C@H]1[C@@H]2CCC1)=O ((3aS,6aR)-3-(3-(4-(1H-1,2,4-triazol-3-yl)phenyl)pyrazolo[1,5-a]pyrimidin-5-yl)hexahydro-2H-cyclopenta[d]oxazol-2-one trifluoroacetate). Reaction SMILES: [NH:1]1[CH:5]=[N:4][C:3]([C:6]2[CH:11]=[CH:10][C:9]([C:12]3[CH:13]=[N:14][N:15]4[CH:20]=[CH:19][C:18]([N:21]5[C@H:25]6[CH2:26][CH2:27][CH2:28][C@H:24]6[O:23][C:22]5=[O:29])=[N:17][C:16]=34)=[CH:8][CH:7]=2)=[N:2]1.[C:30]([OH:36])([C:32]([F:35])([F:34])[F:33])=[O:31].C([C@H]1COC(=O)N1)(C)C.CC1(C)C(C)(C)OB(C2C=CC(C3N(COCC[Si](C)(C)C)C=CN=3)=CC=2)O1>>[F:33][C:32]([F:35])([F:34])[C:30]([OH:36])=[O:31].[NH:1]1[CH:5]=[N:4][C:3]([C:6]2[CH:7]=[CH:8][C:9]([C:12]3[CH:13]=[N:14][N:15]4[CH:20]=[CH:19][C:18]([N:21]5[C@H:25]6[CH2:26][CH2:27][CH2:28][C@H:24]6[O:23][C:22]5=[O:29])=[N:17][C:16]=34)=[CH:10][CH:11]=2)=[N:2]1 |f:4.5|. Procedure: (3aS,6aR)-3-(3-(4-(1H-1,2,4-triazol-3-yl)phenyl)pyrazolo[1,5-a]pyrimidin-5-yl)hexahydro-2H-cyclopenta[d]oxazol-2-one (45 mg, 60%) as the TFA salt was made according to the method of Example 1, Step 4, substituting (3aS,6aR)-hexahydro-2H-cyclopenta[d]oxazol-2-one for (S)-4-isopropyloxazolidin-2-one and substituting 3-(4-(4,4,5,5-tetramethyl-1,3,2-dioxaborolan-2-yl)phenyl)-1-((2-(trimethylsilyl)ethoxy)methyl)-1H-1,2,4-triazole for 2-(4-(4,4,5,5-tetramethyl-1,3,2-dioxaborolan-2-yl)phenyl)-1-((2-(tr...